This data is from the Open Reaction Database (ORD), a public repository of structured organic reaction records. The task is: describe an organic reaction: reactants, conditions, products, and yield Reactants: C(C)(C)(C)OC(=O)N1C(=CC=C1C1=CC=C(C=C1)NS(=O)(=O)CC)C#N (Tert-butyl-2-cyano-5-{4-{(ethylsulfonyl)amino]phenyl}-1H-pyrrole-1-carboxylate). Solvent: CC(=O)N(C)C (dimethylacetamide). Run at temperature 170 celsius. Product: C(#N)C1=CC=C(N1)C1=CC=C(C=C1)NS(=O)(=O)CC (N-[4-(5-cyano-1H-pyrrol-2-yl)phenyl]ethanesulfonamide). Isolated yield 89.9%. As a reaction SMILES: C(OC([N:8]1[C:12]([C:13]2[CH:18]=[CH:17][C:16]([NH:19][S:20]([CH2:23][CH3:24])(=[O:22])=[O:21])=[CH:15][CH:14]=2)=[CH:11][CH:10]=[C:9]1[C:25]#[N:26])=O)(C)(C)C>CC(N(C)C)=O>[C:25]([C:9]1[NH:8][C:12]([C:13]2[CH:14]=[CH:15][C:16]([NH:19][S:20]([CH2:23][CH3:24])(=[O:22])=[O:21])=[CH:17][CH:18]=2)=[CH:11][CH:10]=1)#[N:26]. Reported procedure: Tert-butyl-2-cyano-5-{4-{(ethylsulfonyl)amino]phenyl}-1H-pyrrole-1-carboxylate (2.3 g, 6.1 mmol) was dissolved in dimethylacetamide (60 mL) and heated to 170° C. for 30 minutes. The mixture was cooled and partitioned between water and ethyl acetate. The organic layers were dried over magnesium sulfate, and concentrated. The residue was purified by silica gel Flash Chromatography (hexane/ethyl acetate; 1:1) to afford the title compound (1.51 g, 90%). Starting materials: O1C(=NC=C1)C#N (Oxazole-2-carbonitrile), C[O-].[Na+] (sodium methoxide), [Cl-].[NH4+] (ammonium chloride). Product: Cl.O1C(=NC=C1)C(N)=N (Oxazole-2-carboximidamide hydrochloride), solid. Isolated yield 70.0%. As a reaction SMILES: [O:1]1[CH:5]=[CH:4][N:3]=[C:2]1[C:6]#[N:7].C[O-].[Na+].[Cl-:11].[NH4+:12]>>[ClH:11].[O:1]1[CH:5]=[CH:4][N:3]=[C:2]1[C:6](=[NH:12])[NH2:7] |f:1.2,3.4,5.6|. Procedure: Oxazole-2-carbonitrile (0.94 g, 10 mmol) was reacted with sodium methoxide (0.81 g, 15 mmol) and ammonium chloride (0.96 g, 18 mmol) according to the procedure as described in Example 61, Step B to give the title compound as an offwhite solid (1.25 g, 70%). The compound was characterized by the following spectroscopic data: